From a dataset of the Open Reaction Database (ORD), a public repository of structured organic reaction records. describe an organic reaction: reactants, conditions, products, and yield Reactants: [Li+].[OH-] (LiOH), C(C)OC(C(F)(F)C1CCN2C1=C(C=1C(=CC(=CC21)F)Br)SC2=CC=C(C=C2)Cl)=O ((+/−)-Ethyl{8-bromo-9-[(4-chlorophenyl)thio]-6-fluoro-2,3-dihydro-1H-pyrrolo[1,2-a]indol-1-yl}(difluoro)acetate), NaH2PO4. Solvent: O1CCOCC1 (1,4-dioxane). Reaction conditions: time 2 hour. Yields the product BrC=1C=2C(=C3N(C2C=C(C1)F)CCC3C(C(=O)O)(F)F)SC3=CC=C(C=C3)Cl ((+/−)-{8-Bromo-9-[(4-chlorophenyl)thio]-6-fluoro-2,3-dihydro-1H-pyrrolo[1,2-a]indol-1-yl} (difluoro)acetic acid). Yield: 52.0%. As a reaction SMILES: C([O:3][C:4](=[O:30])[C:5]([CH:8]1[C:12]2=[C:13]([S:22][C:23]3[CH:28]=[CH:27][C:26]([Cl:29])=[CH:25][CH:24]=3)[C:14]3[C:15]([Br:21])=[CH:16][C:17]([F:20])=[CH:18][C:19]=3[N:11]2[CH2:10][CH2:9]1)([F:7])[F:6])C.[Li+].[OH-]>O1CCOCC1>[Br:21][C:15]1[C:14]2[C:13]([S:22][C:23]3[CH:24]=[CH:25][C:26]([Cl:29])=[CH:27][CH:28]=3)=[C:12]3[CH:8]([C:5]([F:6])([F:7])[C:4]([OH:30])=[O:3])[CH2:9][CH2:10][N:11]3[C:19]=2[CH:18]=[C:17]([F:20])[CH:16]=1 |f:1.2|. Procedure: The ethyl ester (65 mg) from Step 1 was dissolved in 2 mL of old (peroxide containing) 1,4-dioxane. 1 N LiOH was added (0.25 mL) and the mixture was stirred at room temperature for 2 h. Excess 1 N NaH2PO4 was added and the mixture was extracted with EtOAc (2×). The combined organic layers were washed with brine, dried over MgSO4 and concentrated in vacuo. Purification by silica gel chromatography on preparative plates eluting with 25% EtOH/CH2CL2+3% AcOH gave the desired compound (32 mg). Starting materials: C[Si](C)(C)CCCOC(=O)CC#N, C1CCNCC1, C=O, CCCCCC(=O)[O-], O. Yields the product C=C(C#N)C(=O)OCCC[Si](C)(C)C. Reaction SMILES: [C:1](#[N:2])[CH2:3][C:4](=[O:5])[O:6][CH2:7][CH2:8][CH2:9][Si:10]([CH3:11])([CH3:12])[CH3:13].[CH2:14]1[CH2:15][CH2:16][NH:17][CH2:18][CH2:19]1.[CH2:21]=[O:22].[CH2:23]([CH2:24][C:25]([O-:26])=[O:27])[CH2:28][CH2:29][CH3:30].[OH2:20]>>[C:1](#[N:2])[C:3]([C:4](=[O:5])[O:6][CH2:7][CH2:8][CH2:9][Si:10]([CH3:11])([CH3:12])[CH3:13])=[CH2:14]. Reactants: CCCC[N+](CCCC)(CCCC)CCCC, CCOC(C)=O, CCCC(=O)Nc1nn(COCC[Si](C)(C)C)c2cc(-c3cc(Cl)cc(Cl)c3)ccc12, [F-], C1CCOC1. The product is CCCC(=O)Nc1n[nH]c2cc(-c3cc(Cl)cc(Cl)c3)ccc12. Reaction SMILES: [CH3:2][CH2:3][CH2:4][CH2:5][N+:6]([CH2:7][CH2:8][CH2:9][CH3:10])([CH2:11][CH2:12][CH2:13][CH3:14])[CH2:15][CH2:16][CH2:17][CH3:18].[CH3:50][CH2:51][O:52][C:53](=[O:54])[CH3:55].[Cl:19][c:20]1[cH:21][c:22](-[c:27]2[cH:28][cH:29][c:30]3[c:31]([NH:44][C:45]([CH2:46][CH2:47][CH3:48])=[O:49])[n:32][n:33]([CH2:36][O:37][CH2:38][CH2:39][Si:40]([CH3:41])([CH3:42])[CH3:43])[c:34]3[cH:35]2)[cH:23][c:24]([Cl:26])[cH:25]1.[F-:1].[O:56]1[CH2:57][CH2:58][CH2:59][CH2:60]1>>[Cl:19][c:20]1[cH:21][c:22](-[c:27]2[cH:28][cH:29][c:30]3[c:31]([NH:44][C:45]([CH2:46][CH2:47][CH3:48])=[O:49])[n:32][nH:33][c:34]3[cH:35]2)[cH:23][c:24]([Cl:26])[cH:25]1. Yields the product Cl.N1C(=CC=2C1=NC=CC2)C(=O)OC (methyl 1H-pyrrolo[2,3-b]pyridine-2-carboxylate hydrochloride). As a reaction SMILES: Cl.[NH:2]1[C:6]2=[N:7][CH:8]=[CH:9][CH:10]=[C:5]2[CH:4]=[C:3]1[C:11]([OH:13])=[O:12].S(Cl)([Cl:16])=O.[CH3:18]O>>[ClH:16].[NH:2]1[C:6]2=[N:7][CH:8]=[CH:9][CH:10]=[C:5]2[CH:4]=[C:3]1[C:11]([O:13][CH3:18])=[O:12] |f:0.1,4.5|. The reactants are Cl.N1C(=CC=2C1=NC=CC2)C(=O)O (1H-pyrrolo[2,3-b]pyridine-2-carboxylic acid hydrochloride), S(=O)(Cl)Cl (thionyl chloride), CO (methanol). Procedure: To a solution of 4 g of 1H-pyrrolo[2,3-b]pyridine-2-carboxylic acid hydrochloride in 100 mL of methanol are added dropwise 6 mL of thionyl chloride at room temperature. The reaction mixture is then stirred for 5 hours at room temperature, and then concentrated under reduced pressure. The residue obtained is triturated in 50 mL of ethyl ether and then dried under vacuum at 40° C. 3.22 g of methyl 1H-pyrrolo[2,3-b]pyridine-2-carboxylate hydrochloride are obtained in the form of a pale yellow solid... Run at time 5 hour. Run at temperature 45 celsius, time 15 hour. The yield is 106.7%. Procedure: At 35° C., a solution of lithium acetylide-ethylene diamine (50 g, 0.49 mol) in THF (500 ml) was slowly treated (reaction temperature ≦35° C.) with a solution of cyclooctanone (51.4 g, 0.41 mol) in THF (100 ml). The resulting mixture was stirred for 4 h at 20° C., 15 h at 45° C., cooled to 5° C., treated with aqueous sat. NH4Cl solution (250 ml) and washed with 3M aqueous HCl. After extraction with Et2O, the organic phases were washed with water, aqueous sat. Na2CO3 solution, dried (Na2SO4), and... The product is C(#C)C1(CCCCCCC1)O (1-ethynylcyclooctanol). Run in C1CCOC1 (THF), C1CCOC1 (THF). RXN SMILES: [C-]#[C-].[Li+].[Li+].[CH2:5](N)[CH2:6]N.[C:9]1(=[O:17])[CH2:16][CH2:15][CH2:14][CH2:13][CH2:12][CH2:11][CH2:10]1.[NH4+].[Cl-]>C1COCC1>[C:5]([C:9]1([OH:17])[CH2:16][CH2:15][CH2:14][CH2:13][CH2:12][CH2:11][CH2:10]1)#[CH:6] |f:0.1.2.3,5.6|. The reactants are C1(CCCCCCC1)=O (cyclooctanone), [C-]#[C-].[Li+].[Li+].C(CN)N (lithium acetylide ethylene diamine), [NH4+].[Cl-] (NH4Cl).